This data is from the Open Reaction Database (ORD), a public repository of structured organic reaction records. The task is: describe an organic reaction: reactants, conditions, products, and yield Starting materials: C1=CC=CC=C1 (benzene), N1C=C(C2=CC=CC=C12)CCS (Indole-3-ethanethiol), C(CC(=O)C)(=O)OC (methyl acetoacetate), C1(=CC=C(C=C1)S(=O)(=O)O)C (p-Toluenesulfonic acid). Solvent: O (Water). Run at time 12 hour. The product is ester, COC(CC1(SCCC2=C1NC1=CC=CC=C21)C)=O (1-methyl-1,3,4,9-tetrahydrothiopyrano[3,4-b]indole-1-acetic acid methyl ester). As a reaction SMILES: [NH:1]1[C:9]2[C:4](=[CH:5][CH:6]=[CH:7][CH:8]=2)[C:3]([CH2:10][CH2:11][SH:12])=[CH:2]1.[C:13]([O:19][CH3:20])(=[O:18])[CH2:14][C:15]([CH3:17])=O.C1C=CC=CC=1.C1(C)C=CC(S(O)(=O)=O)=CC=1>O>[CH3:20][O:19][C:13](=[O:18])[CH2:14][C:15]1([CH3:17])[C:2]2[NH:1][C:9]3[C:4]([C:3]=2[CH2:10][CH2:11][S:12]1)=[CH:5][CH:6]=[CH:7][CH:8]=3. Procedure details: Indole-3-ethanethiol (1.5 g.) and methyl acetoacetate are mixed with 50 ml. of benzene and the solution heated for 30 min. (bath temperature 70° - 80° C.). p-Toluenesulfonic acid (0.15 g.) is added and the reaction mixture is subjected to reflux and stirring for 12 hours. Water formed in the reaction mixture during this period is collected by a water separator. After cooling the benzene solution is washed with 10% solution of sodium bicarbonate, water, saturated brine and dried over sodium sulfa... Starting materials: NC1=C(C=CC=C1)NC1=NC(=C2N=C(N(C2=N1)C)CN1CCC(CC1)C(C)(C)O)N1CCOCC1 (2-(1-((2-(2-aminophenylamino)-9-methyl-6-morpholino-9H-purin-8-yl)methyl)piperidin-4-yl)propan-2-ol), C(CC)(=O)O (propanoic acid). Product: C(C)C1=NC2=C(N1C1=NC(=C3N=C(N(C3=N1)C)CN1CCC(CC1)C(C)(C)O)N1CCOCC1)C=CC=C2 (2-(1-((2-(2-ethyl-1H-benzo[d]imidazol-1-yl)-9-methyl-6-morpholino-9H-purin-8-yl)methyl)piperidin-4-yl)propan-2-ol). Reaction SMILES: [NH2:1][C:2]1[CH:7]=[CH:6][CH:5]=[CH:4][C:3]=1[NH:8][C:9]1[N:17]=[C:16]2[C:12]([N:13]=[C:14]([CH2:19][N:20]3[CH2:25][CH2:24][CH:23]([C:26]([OH:29])([CH3:28])[CH3:27])[CH2:22][CH2:21]3)[N:15]2[CH3:18])=[C:11]([N:30]2[CH2:35][CH2:34][O:33][CH2:32][CH2:31]2)[N:10]=1.[C:36](O)(=O)[CH2:37][CH3:38]>>[CH2:37]([C:38]1[N:8]([C:9]2[N:17]=[C:16]3[C:12]([N:13]=[C:14]([CH2:19][N:20]4[CH2:21][CH2:22][CH:23]([C:26]([OH:29])([CH3:28])[CH3:27])[CH2:24][CH2:25]4)[N:15]3[CH3:18])=[C:11]([N:30]3[CH2:31][CH2:32][O:33][CH2:34][CH2:35]3)[N:10]=2)[C:3]2[CH:4]=[CH:5][CH:6]=[CH:7][C:2]=2[N:1]=1)[CH3:36]. Procedure: Following the procedures for 180, 2-(1-((2-(2-aminophenylamino)-9-methyl-6-morpholino-9H-purin-8-yl)methyl)piperidin-4-yl)propan-2-ol and propanoic acid were reacted to give 158. LCMS: M+H+=519.3. 1H-NMR (400 MHz, DMSO-d6): δ 8.02 (m, 1H), 7.63 (m, 1H), 7.26 (m, 2H), 4.24 (s, br, 4H), 4.02 (s, 1H), 3.82 (s, 3H), 3.77 (m, 4H), 3.73 (s, 2H), 3.28 (q, 2H), 2.90 (m, 2H), 2.00 (m, 2H), 1.66 (m, 2H), 1.34 (t, 3H), 1.22 (m, 3H), 1.02 (s, 6H) Product: O=C1CC2(CCN(C(=O)c3cc4c(C5CC5)nn(-c5ccccn5)c4s3)CC2)Oc2ccc(-c3nnn[nH]3)cc21. As a reaction SMILES: [CH3:43][CH2:44][N:45]=[C:46]=[N:47][CH2:48][CH2:49][CH2:50][N:51]([CH3:52])[CH3:53].[CH:1]1([c:4]2[c:5]3[c:6]([n:7](-[c:9]4[n:10][cH:11][cH:12][cH:13][cH:14]4)[n:8]2)[s:15][c:16]([C:18](=[O:19])[OH:20])[cH:17]3)[CH2:2][CH2:3]1.[ClH:21].[ClH:64].[O:66]=[CH:67][N:68]([CH3:69])[CH3:70].[OH2:65].[OH:54][n:55]1[c:56]2[c:57]([cH:58][cH:59][cH:60][cH:61]2)[n:62][n:63]1.[nH:22]1[n:23][n:24][n:25][c:26]1-[c:27]1[cH:28][c:29]2[c:34]([cH:35][cH:36]1)[O:33][C:32]1([CH2:31][C:30]2=[O:42])[CH2:37][CH2:38][NH:39][CH2:40][CH2:41]1>>[CH:1]1([c:4]2[c:5]3[c:6]([n:7](-[c:9]4[n:10][cH:11][cH:12][cH:13][cH:14]4)[n:8]2)[s:15][c:16]([C:18](=[O:20])[N:39]2[CH2:38][CH2:37][C:32]4([CH2:31][C:30](=[O:42])[c:29]5[cH:28][c:27](-[c:26]6[n:22][n:23][n:24][nH:25]6)[cH:36][cH:35][c:34]5[O:33]4)[CH2:41][CH2:40]2)[cH:17]3)[CH2:2][CH2:3]1. The reactants are CCN=C=NCCCN(C)C, O=C(O)c1cc2c(C3CC3)nn(-c3ccccn3)c2s1, Cl, Cl, CN(C)C=O, O, On1nnc2ccccc21, O=C1CC2(CCNCC2)Oc2ccc(-c3nnn[nH]3)cc21. Procedure: At first, 4 g (0.014 moles) of N-(methylcarbamoyl)-N-(4-trifluoromethylphenyl)-β-alanine was added to a solution consisting of 45 ml of 6N-hydrochloric acid and 15 ml of acetic acid, and the mixture was refluxed with heating for 2 hours. After completion of the reaction, 50 ml of water was added thereto. The deposited crystals were recovered by filtration with suction and recrystallized from ethyl acetate-n-hexane, 3.38 g of the desired compound was obtained as colorless needle crystals having a... Reactants: CNC(=O)N(CCC(=O)O)C1=CC=C(C=C1)C(F)(F)F (N-(methylcarbamoyl)-N-(4-trifluoromethylphenyl)-β-alanine), Cl (hydrochloric acid), C(C)(=O)O (acetic acid). Solvent: O (water). Isolated yield 88.7%. The product is CN1C(N(CCC1=O)C1=CC=C(C=C1)C(F)(F)F)=O (3-methyl-1-(4-trifluoromethylphenyl)dihydrouracil). RXN SMILES: [CH3:1][NH:2][C:3]([N:5]([C:11]1[CH:16]=[CH:15][C:14]([C:17]([F:20])([F:19])[F:18])=[CH:13][CH:12]=1)[CH2:6][CH2:7][C:8](O)=[O:9])=[O:4].Cl.C(O)(=O)C>O>[CH3:1][N:2]1[C:8](=[O:9])[CH2:7][CH2:6][N:5]([C:11]2[CH:16]=[CH:15][C:14]([C:17]([F:20])([F:19])[F:18])=[CH:13][CH:12]=2)[C:3]1=[O:4]. The reactants are FC(OC1=C2CC(NC2=CC=C1)C)F (4-difluoromethoxy-2-methyl-2,3-dihydro-1H-indole), Cl.CN(CCCN=C=NCC)C (N-[3-(dimethylamino)propyl]-N′-ethylcarbodiimide hydrochloride), N1(CCOCC1)C=1N=C(NC(C1)=O)CC(=O)[O-].[Na+] (sodium [4-(morpholin-4-yl)-6-oxo-1,6-dihydropyrimidin-2-yl]acetate), O (water). Solvent: CN(C=O)C (N,N-dimethylformamide), N1=CC=CC=C1 (pyridine). Conditions: time 16 hour. The product is FC(OC1=C2CC(N(C2=CC=C1)C(CC1=NC(=CC(N1)=O)N1CCOCC1)=O)C)F (2-{2-[4-(difluoromethoxy)-2-methyl-2,3-dihydro-1H-indol-1-yl]-2-oxoethyl}-6-(morpholin-4-yl)pyrimidin-4(3H)-one). Isolated yield 83.4%. As a reaction SMILES: [F:1][CH:2]([F:14])[O:3][C:4]1[CH:12]=[CH:11][CH:10]=[C:9]2[C:5]=1[CH2:6][CH:7]([CH3:13])[NH:8]2.Cl.CN(C)CCCN=C=NCC.[N:27]1([C:33]2[N:34]=[C:35]([CH2:40][C:41]([O-])=[O:42])[NH:36][C:37](=[O:39])[CH:38]=2)[CH2:32][CH2:31][O:30][CH2:29][CH2:28]1.[Na+].O>CN(C)C=O.N1C=CC=CC=1>[F:14][CH:2]([F:1])[O:3][C:4]1[CH:12]=[CH:11][CH:10]=[C:9]2[C:5]=1[CH2:6][CH:7]([CH3:13])[N:8]2[C:41](=[O:42])[CH2:40][C:35]1[NH:36][C:37](=[O:39])[CH:38]=[C:33]([N:27]2[CH2:28][CH2:29][O:30][CH2:31][CH2:32]2)[N:34]=1 |f:1.2,3.4|. Reported procedure: 125 mg of 4-difluoromethoxy-2-methyl-2,3-dihydro-1H-indole (reference example 11d) and 192.7 mg of N-[3-(dimethylamino)propyl]-N′-ethylcarbodiimide hydrochloride are added to a solution of 196.8 mg of sodium [4-(morpholin-4-yl)-6-oxo-1,6-dihydropyrimidin-2-yl]acetate (obtained in step 2d of example 1d) in 6 ml of N,N-dimethylformamide and 6 ml of pyridine. The reaction mixture is stirred at ambient temperature for 16 hours, and then 25 ml of water are added and the mixture is extracted with ethy... Starting materials: O (water), [N+](=O)([O-])C=1C=C(CBr)C=CC1 (3-nitrobenzyl bromide), C([O-])([O-])=O.[K+].[K+] (potassium carbonate), ClC1=CC=C(C=C1)C1=NNC(SC1)=O (5-(4-chlorophenyl)-3,6-dihydro-1,3,4-thiadiazin-2-one). The solvent is C(C)#N (acetonitrile). Conditions: time 2 hour. The product is ClC1=CC=C(C=C1)C1=NN(C(SC1)=O)CC1=CC(=CC=C1)[N+](=O)[O-] (5-(4-chlorophenyl)-3-(3-nitrobenzyl)-3,6-dihydro-1,3,4-thiadiazin-2-one). Yield: 86.1%. Reaction SMILES: [N+:1]([C:4]1[CH:5]=[C:6]([CH:9]=[CH:10][CH:11]=1)[CH2:7]Br)([O-:3])=[O:2].C(=O)([O-])[O-].[K+].[K+].[Cl:18][C:19]1[CH:24]=[CH:23][C:22]([C:25]2[CH2:30][S:29][C:28](=[O:31])[NH:27][N:26]=2)=[CH:21][CH:20]=1.O>C(#N)C>[Cl:18][C:19]1[CH:20]=[CH:21][C:22]([C:25]2[CH2:30][S:29][C:28](=[O:31])[N:27]([CH2:7][C:6]3[CH:9]=[CH:10][CH:11]=[C:4]([N+:1]([O-:3])=[O:2])[CH:5]=3)[N:26]=2)=[CH:23][CH:24]=1 |f:1.2.3|. Reported procedure: 4.19 g of 3-nitrobenzyl bromide and 9.95 g of potassium carbonate are added to a solution of 4.00 g of 5-(4-chlorophenyl)-3,6-dihydro-1,3,4-thiadiazin-2-one in 80 ml of acetonitrile, and the mixture is stirred at 80° for a further 2 h. The mixture is poured into water, extracted 2× with diethyl ether, dried, filtered and evaporated to dryness. A little diethyl ether is added to the residue, which is crystallised and dried in a vacuum drying cabinet at 50° C., giving 5.5 g (86%) of 5-(4-chlorophe... The product is O=Cc1ccc(F)c(I)c1. Reaction SMILES: [CH:11]([Cl:12])([Cl:13])[Cl:14].[F:1][c:2]1[c:3]([I:10])[cH:4][c:5]([CH2:8][OH:9])[cH:6][cH:7]1>>[F:1][c:2]1[c:3]([I:10])[cH:4][c:5]([CH:8]=[O:9])[cH:6][cH:7]1. The reactants are ClC(Cl)Cl, OCc1ccc(F)c(I)c1.